Dataset: the Open Reaction Database (ORD), a public repository of structured organic reaction records. Task: describe an organic reaction: reactants, conditions, products, and yield The solvent is O (water). Procedure details: In a fashion similar to that for preparation 13, 4-bromo-2-fluorobenzaldehyde (5.00 g, 24.6 mmol), hydroxylamine hydrochloride (2.05 g, 29.6 mmol), NaOH (4.92 g, 61.5 mmol; in a 50% by weight solution), ethanol (15 ml), water (15 ml), and ice (30 g) gave the title compound (4.12 g, 77%) which was used without purification. The yield is 76.8%. Starting materials: BrC1=CC(=C(C=O)C=C1)F (4-bromo-2-fluorobenzaldehyde), Cl.NO (hydroxylamine hydrochloride), [OH-].[Na+] (NaOH), C(C)O (ethanol). Reaction SMILES: [Br:1][C:2]1[CH:9]=[CH:8][C:5]([CH:6]=O)=[C:4]([F:10])[CH:3]=1.Cl.[NH2:12][OH:13].[OH-].[Na+].C(O)C>O>[F:10][C:4]1[CH:3]=[C:2]([Br:1])[CH:9]=[CH:8][C:5]=1[CH:6]=[N:12][OH:13] |f:1.2,3.4|. The product is ice, FC1=C(C=NO)C=CC(=C1)Br (2-Fluoro-4-bromobenzaldehyde Oxime). Starting materials: FC1=C(C=C(C=C1)F)C1=C[C@H](N(C1)CCC(=O)OC)C1=CC=CC=C1 (methyl 3-[(2S)-4-(2,5-difluorophenyl)-2-phenyl-2,5-dihydro-1H-pyrrol-1-yl]propanoate), [OH-].[Na+] (sodium hydroxide). The solvent is CC(C)(C)O (t-BuOH). The product is FC1=C(C=C(C=C1)F)C1=C[C@H](N(C1)CCC(=O)O)C1=CC=CC=C1 (3-[(2S)-4-(2,5-difluorophenyl)-2-phenyl-2,5-dihydro-1H-pyrrol-1-yl]propanoic acid). Reaction SMILES: [F:1][C:2]1[CH:7]=[CH:6][C:5]([F:8])=[CH:4][C:3]=1[C:9]1[CH2:13][N:12]([CH2:14][CH2:15][C:16]([O:18]C)=[O:17])[C@H:11]([C:20]2[CH:25]=[CH:24][CH:23]=[CH:22][CH:21]=2)[CH:10]=1.[OH-].[Na+]>CC(O)(C)C>[F:1][C:2]1[CH:7]=[CH:6][C:5]([F:8])=[CH:4][C:3]=1[C:9]1[CH2:13][N:12]([CH2:14][CH2:15][C:16]([OH:18])=[O:17])[C@H:11]([C:20]2[CH:21]=[CH:22][CH:23]=[CH:24][CH:25]=2)[CH:10]=1 |f:1.2|. Reported procedure: A solution of methyl 3-[(2S)-4-(2,5-difluorophenyl)-2-phenyl-2,5-dihydro-1H-pyrrol-1-yl]propanoate (37-8, 200 mg, 0.582 mmol, 1 equiv) and sodium hydroxide (1N, 1.16 mL, 1.16 mmol, 2.00 equiv) in t-BuOH (5 mL) was heated at 50° C. for 2 h. The reaction mixture was concentrated and the residue was partitioned between brine made acidic with aqueous 1 N HCL solution (1.2 mL) and ethyl acetate (2×40 mL). The combined organic layers were dried over sodium sulfate and concentrated to give 3-[(2S)-4-(2...